Dataset: the Open Reaction Database (ORD), a public repository of structured organic reaction records. Task: describe an organic reaction: reactants, conditions, products, and yield Reactants: [Na+].C1(=CC=CC=C1)S(=O)[O-] (Benzenesulfinic acid sodium salt), CO (MeOH), ClC(C#N)=C (2-Chloroprop-2-enenitrile). The solvent is O (water), C(C)(=O)O (acetic acid). Conditions: time 10 minute. The product is ClC(C#N)CS(=O)(=O)C1=CC=CC=C1 (2-chloro-3-(phenylsulfonyl)propanenitrile). RXN SMILES: [Na+].[C:2]1([S:8]([O-:10])=[O:9])[CH:7]=[CH:6][CH:5]=[CH:4][CH:3]=1.[Cl:11][C:12](=[CH2:15])[C:13]#[N:14].CO>O.C(O)(=O)C>[Cl:11][CH:12]([CH2:15][S:8]([C:2]1[CH:7]=[CH:6][CH:5]=[CH:4][CH:3]=1)(=[O:10])=[O:9])[C:13]#[N:14] |f:0.1|. Procedure: Benzenesulfinic acid sodium salt (9.4 g, 57 mmol) was dissolved in a mixture of water (18.3 mL) and acetic acid (9.1 mL). 2-Chloroprop-2-enenitrile (4.6 mL, 57 mmol) was added, followed by MeOH (18.3 mL). The resulting mixture was allowed to stir for 10 minutes before the solid product was collected by filtration and rinsed with minimal water. The majority of the solid filtered through with the rinse and so all material was rinsed through the filter. The filtrate was extracted with DCM (2×) and ... Starting materials: [N+](=O)([O-])C1=CC=C(C=CS(=O)(=O)NC(C2=CC=CC=C2)=O)C=C1 (N-(4-nitrostyrylsulfonyl)benzamide), P(Cl)(Cl)(Cl)(Cl)Cl (phosphorus pentachloride). Run in C1=CC=CC=C1 (benzene). Reaction conditions: time 8 hour. Product: [N+](=O)([O-])C1=CC=C(C=CS(=O)(=O)N=C(C2=CC=CC=C2)Cl)C=C1 (N-(4-nitrostyrylsulfonyl)benzimidoyl chloride). RXN SMILES: [N+:1]([C:4]1[CH:23]=[CH:22][C:7]([CH:8]=[CH:9][S:10]([NH:13][C:14](=O)[C:15]2[CH:20]=[CH:19][CH:18]=[CH:17][CH:16]=2)(=[O:12])=[O:11])=[CH:6][CH:5]=1)([O-:3])=[O:2].P(Cl)(Cl)(Cl)(Cl)[Cl:25]>C1C=CC=CC=1>[N+:1]([C:4]1[CH:23]=[CH:22][C:7]([CH:8]=[CH:9][S:10]([N:13]=[C:14]([Cl:25])[C:15]2[CH:20]=[CH:19][CH:18]=[CH:17][CH:16]=2)(=[O:12])=[O:11])=[CH:6][CH:5]=1)([O-:3])=[O:2]. Procedure: A suspension of N-(4-nitrostyrylsulfonyl)benzamide (14.9 g., 0.045 mole) in 500 ml. of dry benzene is refluxed and stirred with phosphorus pentachloride (10.4 g., 0.05 mole) for 8 hr. The reaction mixture after standing overnight at 25° C. provides 8.2 g. of solid, m.p. 158°-166° C. Concentration of the mother liquor to about 100 ml. provides an additional 2.5 g. of solid, m.p. 158°-161° C. The combined crude solid crystallized from ethyl acetate affords analytically pure N-(4-nitrostyrylsulfony... Starting materials: CCOC(=O)CBr, Cc1c(C(=O)OC(C)(C)C)oc2cccc(O)c12, CN(C)C=O, O. Yields the product CCOC(=O)COc1cccc2oc(C(=O)OC(C)(C)C)c(C)c12. RXN SMILES: [Br:19][CH2:20][C:21](=[O:22])[O:23][CH2:24][CH3:25].[C:1]([CH3:2])([CH3:3])([CH3:4])[O:5][C:6](=[O:7])[c:8]1[o:9][c:10]2[c:11]([c:12]1[CH3:13])[c:14]([OH:18])[cH:15][cH:16][cH:17]2.[O:26]=[CH:27][N:28]([CH3:29])[CH3:30].[OH2:31]>>[C:1]([CH3:2])([CH3:3])([CH3:4])[O:5][C:6](=[O:7])[c:8]1[o:9][c:10]2[c:11]([c:12]1[CH3:13])[c:14]([O:18][CH2:20][C:21](=[O:22])[O:23][CH2:24][CH3:25])[cH:15][cH:16][cH:17]2. Reactants: COC(=O)c1ccc(C(=O)CC#N)cc1, CCOC(C)=O, Cl[Hg]Cl, [H-], Cc1cc2cc(N=C=S)ccc2o1, NC1CCCCN(CC(=O)N2CCCC2)C1=O, [Na+], CN(C)C=O. Product: COC(=O)c1ccc(C(=O)C(C#N)=C(Nc2ccc3oc(C)cc3c2)NC2CCCCN(CC(=O)N3CCCC3)C2=O)cc1. Reaction SMILES: [C:1](#[N:2])[CH2:3][C:4](=[O:5])[c:6]1[cH:7][cH:8][c:9]([C:10](=[O:11])[O:12][CH3:13])[cH:14][cH:15]1.[CH3:53][CH2:54][O:55][C:56](=[O:57])[CH3:58].[Cl:59][Hg:60][Cl:61].[H-:16].[N:18](=[C:19]=[S:20])[c:21]1[cH:22][cH:23][c:24]2[c:25]([cH:26][c:27]([CH3:29])[o:28]2)[cH:30]1.[NH2:31][CH:32]1[C:33](=[O:47])[N:34]([CH2:39][C:40](=[O:41])[N:42]2[CH2:43][CH2:44][CH2:45][CH2:46]2)[CH2:35][CH2:36][CH2:37][CH2:38]1.[Na+:17].[O:48]=[CH:49][N:50]([CH3:51])[CH3:52]>>[C:1](#[N:2])[C:3]([C:4](=[O:5])[c:6]1[cH:7][cH:8][c:9]([C:10](=[O:11])[O:12][CH3:13])[cH:14][cH:15]1)=[C:19]([NH:18][c:21]1[cH:22][cH:23][c:24]2[c:25]([cH:26][c:27]([CH3:29])[o:28]2)[cH:30]1)[NH:31][CH:32]1[C:33](=[O:47])[N:34]([CH2:39][C:40](=[O:41])[N:42]2[CH2:43][CH2:44][CH2:45][CH2:46]2)[CH2:35][CH2:36][CH2:37][CH2:38]1. Starting materials: [Cl-].[Na+] (sodium chloride), [I-].C[S+](=O)(C)C (trimethylsulphoxonium iodide), [H-].[Na+] (sodium hydride), O=C1CN(CC1)C(=O)OCC (ethyl 3-oxopyrrolidine-1-carboxylate). Solvent: CS(=O)C (dimethyl sulphoxide), CS(=O)C (dimethyl sulphoxide). Yields the product O1CC12CN(CC2)C(=O)OCC (Ethyl 5-aza-1- oxaspiro[2,4]heptane-5-carboxylate). RXN SMILES: [I-].[CH3:2][S+](C)(C)=O.[H-].[Na+].[O:9]=[C:10]1[CH2:14][CH2:13][N:12]([C:15]([O:17][CH2:18][CH3:19])=[O:16])[CH2:11]1.[Cl-].[Na+]>CS(C)=O>[O:9]1[C:10]2([CH2:14][CH2:13][N:12]([C:15]([O:17][CH2:18][CH3:19])=[O:16])[CH2:11]2)[CH2:2]1 |f:0.1,2.3,5.6|. Procedure details: 23.5 g (107 mmol) of trimethylsulphoxonium iodide and 3.3 g of sodium hydride (80% strength in paraffin oil) are initially introduced and 80 ml of absolute dimethyl sulphoxide are added dropwise at 10° C. The mixture is stirred for an hour at room temperature and 15.7 g (100 mmol) of ethyl 3-oxopyrrolidine-1-carboxylate [J. Med. Pharm. Chem. 5, 752 (1962] in 20 ml of absolute dimethyl sulphoxide are then added dropwise in the course of 15 minutes. The mixture is stirred for one hour at room temp... Starting materials: ( 9 ), ( 10 ), ( 100 ), OC(CNC(CC1=CC=C(C=C1)OC)(C)C)COCC=C (N-(2-Hydroxy-3-allyloxypropyl)-1,1-dimethyl-2-(4-methoxyphenyl)ethylamine), ( 9 ), ( 63 ), Cl.OC(CNC(CC1=CC=C(C=C1)OC)(C)C)COC1=CC=C(C=C1)Cl (N-[2-Hydroxy-3-(4-chlorophenoxy)propyl]-1,1-dimethyl-2-(4-methoxyphenyl)ethylamine Hydrochloride). Yields the product Cl.OC(CNC(CC1=CC=C(C=C1)OC)(C)C)COC1=CC(=C(C=C1)Cl)Cl (N-[2-hydroxy-3-(3,4-dichlorophenoxy)propyl]-1,1-dimethyl-2-(4-methoxyphenyl)ethylamine Hydrochloride). RXN SMILES: [ClH:1].[OH:2][CH:3]([CH2:18][O:19][C:20]1[CH:25]=[CH:24][C:23]([Cl:26])=[CH:22][CH:21]=1)[CH2:4][NH:5][C:6]([CH3:17])([CH3:16])[CH2:7][C:8]1[CH:13]=[CH:12][C:11]([O:14][CH3:15])=[CH:10][CH:9]=1.OC(COCC=C)CNC(C)(C)CC1C=CC(OC)=CC=1>>[ClH:26].[OH:2][CH:3]([CH2:18][O:19][C:20]1[CH:21]=[CH:22][C:23]([Cl:26])=[C:24]([Cl:1])[CH:25]=1)[CH2:4][NH:5][C:6]([CH3:17])([CH3:16])[CH2:7][C:8]1[CH:9]=[CH:10][C:11]([O:14][CH3:15])=[CH:12][CH:13]=1 |f:0.1,3.4|. Reported procedure: GC/EI-MS, m/z (rel. int.) 382 (M−15,0.1), 279 (10), 279 (9), 278 (63), 276 (100), 163 (9), 146 (5), 121 (29). Starting materials: ClC1=C(C(=CC=C1)OCC1=CC=CC=C1)CO ({2-chloro-6-[(phenylmethyl)oxy]phenyl}methanol), P(Br)(Br)Br (phosphorus tribromide), Intermediate 7, C(O)([O-])=O.[Na+] (sodium hydrogen carbonate). Solvent: C(Cl)Cl (DCM), ClCCl (dichloromethane), C(Cl)Cl (DCM). Conditions: time 3 hour. Yields the product BrCC1=C(C=CC=C1OCC1=CC=CC=C1)Cl (2-(Bromomethyl)-1-chloro-3-[(phenylmethyl)oxy]benzene). As a reaction SMILES: [Cl:1][C:2]1[CH:7]=[CH:6][CH:5]=[C:4]([O:8][CH2:9][C:10]2[CH:15]=[CH:14][CH:13]=[CH:12][CH:11]=2)[C:3]=1[CH2:16]O.P(Br)(Br)[Br:19].C(=O)([O-])O.[Na+]>C(Cl)Cl>[Br:19][CH2:16][C:3]1[C:4]([O:8][CH2:9][C:10]2[CH:15]=[CH:14][CH:13]=[CH:12][CH:11]=2)=[CH:5][CH:6]=[CH:7][C:2]=1[Cl:1] |f:2.3|. Reported procedure: To a solution of {2-chloro-6-[(phenylmethyl)oxy]phenyl}methanol (for a preparation see Intermediate 7) (1.1 g, 4.42 mmol) in DCM (12 ml) at 0-5° C. under nitrogen was added dropwise a solution of phosphorus tribromide (0.417 ml, 4.42 mmol, Aldrich) in DCM (3 ml). The solution was allowed to warm to ambient temperature and stirred for 3 h. The solution in an ice-water bath was diluted with dichloromethane (40 ml) and then treated with saturated aqueous sodium hydrogen carbonate (20 ml). The phase... Reactants: BrCCC1OCCO1, C1CCOC1, Cc1ccccc1C=O, I. Yields the product Cc1ccccc1C(O)CCC1OCCO1. As a reaction SMILES: [Br:2][CH2:3][CH2:4][CH:5]1[O:6][CH2:7][CH2:8][O:9]1.[CH2:19]1[O:20][CH2:21][CH2:22][CH2:23]1.[CH3:10][c:11]1[c:12]([CH:13]=[O:14])[cH:15][cH:16][cH:17][cH:18]1.[I:1]>>[CH2:3]([CH2:4][CH:5]1[O:6][CH2:7][CH2:8][O:9]1)[CH:13]([c:12]1[c:11]([CH3:10])[cH:18][cH:17][cH:16][cH:15]1)[OH:14]. Product: FC=1C(=C(C(=O)O)C=C(C1)F)N1N=CC=N1 (3,5-Difluoro-2-(2H-1,2,3-triazol-2-yl)benzoic acid). Procedure: The title compound was prepared using the methods described herein, using 3,5-difluoro-2-iodobenzoic acid and 1,2,3-triazole. ESI-MS (m/z): 226 [M+1]+. As a reaction SMILES: [F:1][C:2]1[C:3](I)=[C:4]([CH:8]=[C:9]([F:11])[CH:10]=1)[C:5]([OH:7])=[O:6].[NH:13]1[CH:17]=[CH:16][N:15]=[N:14]1>>[F:1][C:2]1[C:3]([N:14]2[N:15]=[CH:16][CH:17]=[N:13]2)=[C:4]([CH:8]=[C:9]([F:11])[CH:10]=1)[C:5]([OH:7])=[O:6]. Starting materials: FC=1C(=C(C(=O)O)C=C(C1)F)I (3,5-difluoro-2-iodobenzoic acid), N1N=NC=C1 (1,2,3-triazole). Yields the product OCCCC=1C=C2COC(C2=CC1)=C1C(NC2=CC=CC=C12)=O (3-[5-(3-hydroxy-propyl)-3H-isobenzofuran-1-ylidene]-1,3-dihydro-indol-2-one). Reaction SMILES: [NH:1]1[C:9]2[C:4](=[CH:5][CH:6]=[CH:7][CH:8]=2)[CH2:3][C:2]1=[O:10].[Li+].C[Si]([N-][Si](C)(C)C)(C)C.C1COCC1.O1CCCCC1[O:32][CH2:33][CH2:34][CH2:35][C:36]1[CH:37]=[C:38]2[C:42](=[CH:43][CH:44]=1)[C:41](=O)[O:40][CH2:39]2.Cl>C(COC)OC.C1COCC1>[OH:32][CH2:33][CH2:34][CH2:35][C:36]1[CH:37]=[C:38]2[C:42](=[CH:43][CH:44]=1)[C:41](=[C:3]1[C:4]3[C:9](=[CH:8][CH:7]=[CH:6][CH:5]=3)[NH:1][C:2]1=[O:10])[O:40][CH2:39]2 |f:1.2.3|. Run in C1CCOC1 (THF), C(OC)COC (dimethoxyethane). Reported procedure: To a stirred solution of oxindole (401 mg, 3.0 mmol) in anhydrous dimethoxyethane (20 ml) under nitrogen was added 1.0M LiHMDS/THF solution (6.3 ml, 6.3 mmol). The mixture was stirred at room temperature for 10 minutes, and 5-[3-(tetrahydro-pyran-2-yloxy)-propyl]-3H-isobenzofuran-1-one (500 mg, 1.81 mmol) was added. After stirred at room temperature for 2.5 hours, the mixture was poured into a mixture of THF (30 ml) and 2M HCl aqueous solution (30 ml) and heated at 65° C. for 1 hour. The mixture... Reactants: Cl (HCl), ice water, N1C(CC2=CC=CC=C12)=O (oxindole), [Li+].C[Si](C)(C)[N-][Si](C)(C)C.C1CCOC1 (LiHMDS THF), O1C(CCCC1)OCCCC=1C=C2COC(C2=CC1)=O (5-[3-(tetrahydro-pyran-2-yloxy)-propyl]-3H-isobenzofuran-1-one). Yield: 82.7%. Run at time 10 minute.